The task is: describe an organic reaction: reactants, conditions, products, and yield. This data is from the Open Reaction Database (ORD), a public repository of structured organic reaction records. Starting materials: COc1cc(OC)cc(C(O)c2ccc(OC)c([N+](=O)[O-])c2)c1, ClCCl, O=[Mn]=O. Product: COc1cc(OC)cc(C(=O)c2ccc(OC)c([N+](=O)[O-])c2)c1. Reaction SMILES: [CH3:1][O:2][c:3]1[cH:4][c:5]([CH:11]([OH:12])[c:13]2[cH:14][c:15]([N+:21](=[O:22])[O-:23])[c:16]([O:19][CH3:20])[cH:17][cH:18]2)[cH:6][c:7]([O:9][CH3:10])[cH:8]1.[Cl:24][CH2:25][Cl:26].[O:27]=[Mn:28]=[O:29]>>[CH3:1][O:2][c:3]1[cH:4][c:5]([C:11](=[O:12])[c:13]2[cH:14][c:15]([N+:21](=[O:22])[O-:23])[c:16]([O:19][CH3:20])[cH:17][cH:18]2)[cH:6][c:7]([O:9][CH3:10])[cH:8]1.